From a dataset of the Open Reaction Database (ORD), a public repository of structured organic reaction records. describe an organic reaction: reactants, conditions, products, and yield The reactants are Cl (HCl), CN(C(OC(C)(C)C)=O)C1CCN(CC1)C=1C2=C(N=CN1)NC=C2C (1,1-dimethylethyl methyl[1-(5-methyl-7H-pyrrolo[2,3-d]pyrimidin-4-yl)-4-piperidinyl]carbamate). The solvent is O1CCOCC1 (1,4-Dioxane). Conditions: time 2 hour. Yields the product Cl.CNC1CCN(CC1)C=1C2=C(N=CN1)NC=C2C (N-methyl-1-(5-methyl-7H-pyrrolo[2,3-d]pyrimidin-4-yl)-4-piperidinamine hydrochloride). As a reaction SMILES: [ClH:1].[CH3:2][N:3]([CH:11]1[CH2:16][CH2:15][N:14]([C:17]2[C:18]3[C:25]([CH3:26])=[CH:24][NH:23][C:19]=3[N:20]=[CH:21][N:22]=2)[CH2:13][CH2:12]1)C(=O)OC(C)(C)C>O1CCOCC1>[ClH:1].[CH3:2][NH:3][CH:11]1[CH2:16][CH2:15][N:14]([C:17]2[C:18]3[C:25]([CH3:26])=[CH:24][NH:23][C:19]=3[N:20]=[CH:21][N:22]=2)[CH2:13][CH2:12]1 |f:3.4|. Reported procedure: 4M HCl in 1,4-Dioxane (6 mL) was added to 1,1-dimethylethyl methyl[1-(5-methyl-7H-pyrrolo[2,3-d]pyrimidin-4-yl)-4-piperidinyl]carbamate D22 (0.793 g) and the mixture stirred for 2 hours. The mixture was filtered under vacuum. The solid was washed with dioxane and Et2O. The white powder was dried under vacuum all the night to give the desired product D23 in 0.6479 g. LCMS [M+H]+246.16@1.58 min (5 min run) Starting materials: C(C)(C)(C)OC(N(CC1=CC=C(C=C1)B1OC(C(O1)(C)C)(C)C)CCCNC(=O)OC(C)(C)C)=O ((3-tert-butoxycarbonylamino-propyl)-[4-(4,4,5,5-tetramethyl-[1,3,2]dioxaborolan-2-yl)-benzyl]carbamic acid tert-butyl ester), IC=1C(N=C2N(C1)C1=C(N2)C=CC=C1)=O (3-iodo-10H-benzo[4,5]imidazo[1,2-a]pyrimidin-2-one), K2CO2, C(C)O (ethanol), O1CCOCC1 (dioxane). The reagents and catalysts are C=1C=CC(=CC1)[P](C=2C=CC=CC2)(C=3C=CC=CC3)[Pd]([P](C=4C=CC=CC4)(C=5C=CC=CC5)C=6C=CC=CC6)([P](C=7C=CC=CC7)(C=8C=CC=CC8)C=9C=CC=CC9)[P](C=1C=CC=CC1)(C=1C=CC=CC1)C=1C=CC=CC1 (Pd(PPh3)4). Solvent: O (water). Conditions: temperature 80 celsius. Yields the product C(C)(C)(C)OC(N(CC1=CC=C(C=C1)C=1C(N=C2N(C1)C1=C(N2)C=CC=C1)=O)CCCNC(=O)OC(C)(C)C)=O ((3-tert-Butoxycarbonylamino-propyl)-[4-(2-oxo-2,10-dihydro-benzo[4,5]imidazo[1,2-a]pyrimidin-3-yl)-benzyl]-carbamic acid tert-butyl ester). The yield is 31.0%. As a reaction SMILES: [C:1]([O:5][C:6](=[O:35])[N:7]([CH2:24][CH2:25][CH2:26][NH:27][C:28]([O:30][C:31]([CH3:34])([CH3:33])[CH3:32])=[O:29])[CH2:8][C:9]1[CH:14]=[CH:13][C:12](B2OC(C)(C)C(C)(C)O2)=[CH:11][CH:10]=1)([CH3:4])([CH3:3])[CH3:2].I[C:37]1[C:38](=[O:50])[N:39]=[C:40]2[NH:45][C:44]3[CH:46]=[CH:47][CH:48]=[CH:49][C:43]=3[N:41]2[CH:42]=1.C(O)C.O1CCOCC1>C1C=CC([P]([Pd]([P](C2C=CC=CC=2)(C2C=CC=CC=2)C2C=CC=CC=2)([P](C2C=CC=CC=2)(C2C=CC=CC=2)C2C=CC=CC=2)[P](C2C=CC=CC=2)(C2C=CC=CC=2)C2C=CC=CC=2)(C2C=CC=CC=2)C2C=CC=CC=2)=CC=1.O>[C:1]([O:5][C:6](=[O:35])[N:7]([CH2:24][CH2:25][CH2:26][NH:27][C:28]([O:30][C:31]([CH3:34])([CH3:33])[CH3:32])=[O:29])[CH2:8][C:9]1[CH:10]=[CH:11][C:12]([C:37]2[C:38](=[O:50])[N:39]=[C:40]3[NH:45][C:44]4[CH:46]=[CH:47][CH:48]=[CH:49][C:43]=4[N:41]3[CH:42]=2)=[CH:13][CH:14]=1)([CH3:3])([CH3:4])[CH3:2] |^1:63,65,84,103|. Reported procedure: To a mixture of 2-iodo-3-methoxy-acrylic acid methyl ester (1, 1.21 g, 5 mmol), 1H-benzoimidazol-2-ylamine (2, 0.67 g, 5 mmol) and ethanol (30 mL) was added a solution of sodium methoxide (10 mL, 0.5 M in methanol, 5 mmol). The resulted mixture was refluxed for 3 h and concentrated to afford 3-iodo-10H-benzo[4,5]imidazo[1,2-a]pyrimidin-2-one (3). A mixture of (3-tert-butoxycarbonylamino-propyl)-[4-(4,4,5,5-tetramethyl-[1,3,2]dioxaborolan-2-yl)-benzyl]carbamic acid tert-butyl ester (4, 490 mg, 1 ... Reactants: C(C)OC(CC=1C=C(C=C(C1)Cl)C1=C(C=C(C=C1)C(F)(F)F)CNCC)=O ((5-chloro-2′-ethylaminomethyl-4′-trifluoromethyl-biphenyl-3-yl)-acetic acid ethyl ester), C(C)(=O)Cl (acetyl chloride). The product is C(C)OC(CC=1C=C(C=C(C1)Cl)C1=C(C=C(C=C1)C(F)(F)F)CN(CC)C(C)=O)=O ({2′-[(Acetyl-ethyl-amino)-methyl]-5-chloro-4′-trifluoromethyl-biphenyl-3-yl}-acetic acid ethyl ester). As a reaction SMILES: [CH2:1]([O:3][C:4](=[O:27])[CH2:5][C:6]1[CH:7]=[C:8]([C:13]2[CH:18]=[CH:17][C:16]([C:19]([F:22])([F:21])[F:20])=[CH:15][C:14]=2[CH2:23][NH:24][CH2:25][CH3:26])[CH:9]=[C:10]([Cl:12])[CH:11]=1)[CH3:2].[C:28](Cl)(=[O:30])[CH3:29]>>[CH2:1]([O:3][C:4](=[O:27])[CH2:5][C:6]1[CH:7]=[C:8]([C:13]2[CH:18]=[CH:17][C:16]([C:19]([F:20])([F:22])[F:21])=[CH:15][C:14]=2[CH2:23][N:24]([C:28](=[O:30])[CH3:29])[CH2:25][CH3:26])[CH:9]=[C:10]([Cl:12])[CH:11]=1)[CH3:2]. Procedure details: Prepared according to the procedure described in Example 1, Step 6, using the following starting materials: (5-chloro-2′-ethylaminomethyl-4′-trifluoromethyl-biphenyl-3-yl)-acetic acid ethyl ester and acetyl chloride. Starting materials: NC1=C(C(=O)O)C=C(C=C1)[N+](=O)[O-] (2-amino-5-nitrobenzoic acid), O=C(OC(Cl)(Cl)Cl)Cl (diphosgene). Solvent: O1CCOCC1 (dioxane). Yields the product [N+](=O)([O-])C1=CC=C2C(C(=O)OC(N2)=O)=C1 (5-Nitroisatoic Anhydride). Reaction SMILES: [NH2:1][C:2]1[CH:10]=[CH:9][C:8]([N+:11]([O-:13])=[O:12])=[CH:7][C:3]=1[C:4]([OH:6])=[O:5].[O:14]=[C:15](Cl)OC(Cl)(Cl)Cl>O1CCOCC1>[N+:11]([C:8]1[CH:7]=[C:3]2[C:4]([O:6][C:15](=[O:14])[NH:1][C:2]2=[CH:10][CH:9]=1)=[O:5])([O-:13])=[O:12]. Reported procedure: To the mixture of 37 g of 2-amino-5-nitrobenzoic acid in 500 mL of dioxane, under stirring 24.5 mL of diphosgene was added dropwise. The mixture was heated under reflux conditions for 6 hours then it was evaporated to dryness. The residue was suspended in 100 mL of diethyl ether and filtered off to give 41.4 g of the title product as HCl salt, m.p.: 256-259° C. LC-MS: MH+ 209; Ret. time: 5 minutes. Starting materials: [N-]=[N+]=NC1CN2C(=O)N(c3cc(Cl)cc(Cl)c3)C(=O)C2(Cc2ccc(Br)cc2)C1, CC(=O)O, [Zn]. As a reaction SMILES: [Br:1][c:2]1[cH:3][cH:4][c:5]([CH2:6][C:7]23[C:8](=[O:27])[N:9]([c:19]4[cH:20][c:21]([Cl:26])[cH:22][c:23]([Cl:25])[cH:24]4)[C:10](=[O:18])[N:11]2[CH2:12][CH:13]([N:15]=[N+:16]=[N-:17])[CH2:14]3)[cH:28][cH:29]1.[CH3:30][C:31](=[O:32])[OH:33].[Zn:34]>>[Br:1][c:2]1[cH:3][cH:4][c:5]([CH2:6][C:7]23[C:8](=[O:27])[N:9]([c:19]4[cH:20][c:21]([Cl:26])[cH:22][c:23]([Cl:25])[cH:24]4)[C:10](=[O:18])[N:11]2[CH2:12][CH:13]([NH2:15])[CH2:14]3)[cH:28][cH:29]1. The product is NC1CN2C(=O)N(c3cc(Cl)cc(Cl)c3)C(=O)C2(Cc2ccc(Br)cc2)C1. The reactants are F[B-](F)(F)F.N1(N=NC2=C1C=CC=C2)OC(=[N+](C)C)N(C)C (O-(benzotriazol-1-yl)-N,N,N′,N′-tetramethyluronium tetrafluoroborate), [Cl-].CS(=O)(=O)OC1=C(C=CC=C1)C1CC(=NO1)C=1N=C(SC1)C1CC[NH2+]CC1 (4-[4-(5-{2-[(methylsulphonyl)oxy]phenyl}-4,5-dihydro-1,2-oxazol-3-yl)-1,3-thiazol-2-yl]piperidinium chloride), C(CO)(=O)O (glycolic acid), C(C)(C)N(CC)C(C)C (diisopropylethylamine), C(C)(C)N(CC)C(C)C (diisopropylethylamine). The solvent is CN(C=O)C (dimethylformamide). Conditions: time 1 hour. Yields the product CS(=O)(=O)OC1=C(C=CC=C1)C1CC(=NO1)C=1N=C(SC1)C1CCN(CC1)C(CO)=O (2-{3-[2-(1-glycoloylpiperidin-4-yl)-1,3-thiazol-4-yl]-4,5-dihydro-1,2-oxazol-5-yl}phenyl methanesulphonate). Isolated yield 13.0%. As a reaction SMILES: [Cl-].[CH3:2][S:3]([O:6][C:7]1[CH:12]=[CH:11][CH:10]=[CH:9][C:8]=1[CH:13]1[O:17][N:16]=[C:15]([C:18]2[N:19]=[C:20]([CH:23]3[CH2:28][CH2:27][NH2+:26][CH2:25][CH2:24]3)[S:21][CH:22]=2)[CH2:14]1)(=[O:5])=[O:4].[C:29](O)(=[O:32])[CH2:30][OH:31].C(N(C(C)C)CC)(C)C.F[B-](F)(F)F.N1(OC(N(C)C)=[N+](C)C)C2C=CC=CC=2N=N1>CN(C)C=O>[CH3:2][S:3]([O:6][C:7]1[CH:12]=[CH:11][CH:10]=[CH:9][C:8]=1[CH:13]1[O:17][N:16]=[C:15]([C:18]2[N:19]=[C:20]([CH:23]3[CH2:28][CH2:27][N:26]([C:30](=[O:31])[CH2:29][OH:32])[CH2:25][CH2:24]3)[S:21][CH:22]=2)[CH2:14]1)(=[O:4])=[O:5] |f:0.1,4.5|. Procedure details: To 4-[4-(5-{2-[(methylsulphonyl)oxy]phenyl}-4,5-dihydro-1,2-oxazol-3-yl)-1,3-thiazol-2-yl]piperidinium chloride (110 mg) in dimethylformamide (6 ml) were added, under argon, glycolic acid (19 mg), diisopropylethylamine (32 mg) and O-(benzotriazol-1-yl)-N,N,N′,N′-tetramethyluronium tetrafluoroborate (TBTU, 159 mg). Then diisopropylethylamine (64 mg) was added once again to the reaction mixture. The reaction mixture was stirred at room temperature for 1 h. Then ice-cold sodium hydrogencarbonate so... The reactants are CC(C)C[Al+]CC(C)C, CC(CC#N)COCc1ccccc1, Cc1ccccc1, CCCCCC, CCOC=O, [Cl-], [H-], [NH4+], O=S(=O)(O)O. As a reaction SMILES: [CH2:16]([Al+:17][CH2:18][CH:19]([CH3:20])[CH3:21])[CH:22]([CH3:23])[CH3:24].[CH2:1]([c:2]1[cH:3][cH:4][cH:5][cH:6][cH:7]1)[O:8][CH2:9][CH:10]([CH2:11][C:12]#[N:13])[CH3:14].[CH3:37][c:38]1[cH:39][cH:40][cH:41][cH:42][cH:43]1.[CH3:44][CH2:45][CH2:46][CH2:47][CH2:48][CH3:49].[CH:25](=[O:26])[O:27][CH2:28][CH3:29].[Cl-:30].[H-:15].[NH4+:31].[S:32](=[O:33])(=[O:34])([OH:35])[OH:36]>>[CH2:1]([c:2]1[cH:3][cH:4][cH:5][cH:6][cH:7]1)[O:8][CH2:9][CH:10]([CH2:11][CH:12]=[O:26])[CH3:14]. Product: CC(CC=O)COCc1ccccc1.